Dataset: the Open Reaction Database (ORD), a public repository of structured organic reaction records. Task: describe an organic reaction: reactants, conditions, products, and yield The reactants are BrC=C(C)C1=CC=NC=C1 (4-(1-bromoprop-1-en-2-yl)pyridine), N1[C@H](C(=O)O)CCC1 (L-proline), CN1CC2=C(NC=3C=CC(=CC23)C(F)(F)F)CC1 (2-Methyl-8-(trifluoromethyl)-2,3,4,5-tetrahydro-1H-pyrido[4,3-b]indole), P(=O)([O-])([O-])[O-].[K+].[K+].[K+] (potassium phosphate). Reagents/catalysts: [Cu]I (Copper (I) iodide). The solvent is CN(C)C=O (DMF), CN(C)C=O (DMF). Reaction conditions: temperature 140 celsius. Product: CN1CC2=C(N(C=3C=CC(=CC23)C(F)(F)F)\C=C(/C)\C2=CC=NC=C2)CC1 ((E)-2-methyl-5-(2-(pyridin-4-yl)prop-1-enyl)-8-(trifluoromethyl)-2,3,4,5-tetrahydro-1H-pyrido[4,3-b]indole). RXN SMILES: [CH3:1][N:2]1[CH2:18][CH2:17][C:5]2[NH:6][C:7]3[CH:8]=[CH:9][C:10]([C:13]([F:16])([F:15])[F:14])=[CH:11][C:12]=3[C:4]=2[CH2:3]1.P([O-])([O-])([O-])=O.[K+].[K+].[K+].N1CCC[C@H]1C(O)=O.Br[CH:36]=[C:37]([C:39]1[CH:44]=[CH:43][N:42]=[CH:41][CH:40]=1)[CH3:38]>CN(C=O)C.[Cu]I>[CH3:1][N:2]1[CH2:18][CH2:17][C:5]2[N:6](/[CH:36]=[C:37](/[C:39]3[CH:44]=[CH:43][N:42]=[CH:41][CH:40]=3)\[CH3:38])[C:7]3[CH:8]=[CH:9][C:10]([C:13]([F:16])([F:15])[F:14])=[CH:11][C:12]=3[C:4]=2[CH2:3]1 |f:1.2.3.4|. Procedure: 2-Methyl-8-(trifluoromethyl)-2,3,4,5-tetrahydro-1H-pyrido[4,3-b]indole (239 mg, 0.94 mmol), and potassium phosphate (399 mg, 1.88 mmol) were mixed in DMF and the suspension was purged with nitrogen. The suspension was heated at 140° C. for 10 min. Copper (I) iodide (17.86 mg, 0.094 mmol) and L-proline (21.64 mg, 0.188 mmol) were added followed by a solution of 4-(1-bromoprop-1-en-2-yl)pyridine (399 mg, 1.88 mmol) in DMF. The contents were purged with nitrogen and heated overnight at 140° C. The ... Starting materials: S(=O)(Cl)Cl (Thionyl chloride), CC1(OCCC1)C(=O)O (2-methyltetrahydro-2-furancarboxylic acid), CO (methanol). The product is CC1(OCCC1)C(=O)OC (methyl 2-methyltetrahydro-2-furancarboxylate). Yield: 93.0%. RXN SMILES: S(Cl)(Cl)=O.[CH3:5][C:6]1([C:11]([OH:13])=[O:12])[CH2:10][CH2:9][CH2:8][O:7]1.[CH3:14]O>>[CH3:5][C:6]1([C:11]([O:13][CH3:14])=[O:12])[CH2:10][CH2:9][CH2:8][O:7]1. Reported procedure: Thionyl chloride (0.15 mL, 2.1 mmol) is added dropwise at 0° C. to a solution of 2-methyltetrahydro-2-furancarboxylic acid (250 mg, 1.9 mmol) in methanol (2.0 mL). After bringing the reaction mixture to room temperature, it is heated under reflux for 1 h. The solvent is removed under reduced pressure, the crude is dissolved in DCM and filtered through a pad of silica. Removal of the solvent under reduced pressure affords 276.0 mg of methyl 2-methyltetrahydro-2-furancarboxylate that is used in th... Product: C(C)OP(=O)(C(OCC)OCC)C[C@H](CNCC1=CC(=C(C=C1)Cl)Cl)O (3-[N-(3,4-dichlorobenzyl)amino]-2(S)-hydroxy-propyl(diethoxymethyl)phosphinic acid ethyl ester). As a reaction SMILES: [CH2:1]([O:3][P:4]([CH2:13][C@@H:14]([OH:17])[CH2:15]Cl)([CH:6]([O:10][CH2:11][CH3:12])[O:7][CH2:8][CH3:9])=[O:5])[CH3:2].CCN(C(C)C)C(C)C.[Cl:27][C:28]1[CH:29]=[C:30]([CH:33]=[CH:34][C:35]=1[Cl:36])[CH2:31][NH2:32]>C(O)C>[CH2:1]([O:3][P:4]([CH2:13][C@@H:14]([OH:17])[CH2:15][NH:32][CH2:31][C:30]1[CH:33]=[CH:34][C:35]([Cl:36])=[C:28]([Cl:27])[CH:29]=1)([CH:6]([O:10][CH2:11][CH3:12])[O:7][CH2:8][CH3:9])=[O:5])[CH3:2]. Procedure details: A solution of 7.2 g of 3-chloro-2(R)-hydroxy-propyl-(diethoxymethyl)phosphinic acid ethyl ester, 3.6 g of Hunig base and 6.5 g of 3,4-dichlorobenzylamine in 20 ml of anhydrous ethanol is heated at reflux for 4 days. The mixture is concentrated to dryness by evaporation and the residue is partitioned between dichloromethane and water. The organic phase is separated off, dried over sodium sulfate, concentrated by evaporation and purified by chromatography on silica gel, yielding 3-[N-(3,4-dichloro... The solvent is C(C)O (ethanol). Starting materials: C(C)OP(=O)(C(OCC)OCC)C[C@H](CCl)O (3-chloro-2(R)-hydroxy-propyl-(diethoxymethyl)phosphinic acid ethyl ester), CCN(C(C)C)C(C)C (Hunig base), ClC=1C=C(CN)C=CC1Cl (3,4-dichlorobenzylamine). Reactants: ClCCl (dichloromethane), 2,6-ditert-butyl-4-methylphenol-bis-substituted titanium, acid ( A ), C(O)(=O)OCC(C)(CO)C (neopentyl glycol carbonate), C1(CCCCCO1)=O (ε-caprolactone), ClCCl (dichloromethane), C(C)(C)O (isopropyl alcohol). Run in CO (methanol). Product: C(O)(=O)OCC(C)(CO)C.C1(CCCCCO1)=O (Neopentyl Glycol Carbonate ε-Caprolactone). RXN SMILES: [C:1]([O:4][CH2:5][C:6]([CH3:10])([CH2:8][OH:9])[CH3:7])(=[O:3])[OH:2].ClCCl.C(O)(C)C.[C:18]1(=[O:25])[O:24][CH2:23][CH2:22][CH2:21][CH2:20][CH2:19]1>CO>[C:1]([O:4][CH2:5][C:6]([CH3:10])([CH2:8][OH:9])[CH3:7])(=[O:2])[OH:3].[C:18]1(=[O:25])[O:24][CH2:23][CH2:22][CH2:21][CH2:20][CH2:19]1 |f:5.6|. Procedure details: 6.59 g, (550 mmol) of neopentyl glycol carbonate were measured and introduced into the same apparatus as in Example I-1 under nitrogen atmosphere. 3 ml of dry dichloromethane were introduced through a syringe apparatus, under nitrogen flow. 0.077 ml, (1 mmol) of isopropyl alcohol was then added and then 1 ml of the 0.3mmol/ml dichloromethane solution of 2,6-ditert-butyl-4-methylphenol-bis-substituted titanium-type Lewis acid (A) was then added and the mixture was reacted at 60° C. for 4.0 hours ... The reactants are NC=1C(=CSC1)C(=O)OC (Methyl 4-aminothiophene-3-carboxylate), BrCCCCCN=C=O (5-bromopentylisocyanate). Solvent: C1(=CC=CC=C1)C (toluene). Product: BrCCCCCNC(=O)NC1=CSC=C1C(=O)OC (N-(5-bromopentyl)-N'-(4-carbomethoxythien-3-yl]urea). Yield: 98.0%. Reaction SMILES: [NH2:1][C:2]1[C:3]([C:7]([O:9][CH3:10])=[O:8])=[CH:4][S:5][CH:6]=1.[Br:11][CH2:12][CH2:13][CH2:14][CH2:15][CH2:16][N:17]=[C:18]=[O:19]>C1(C)C=CC=CC=1>[Br:11][CH2:12][CH2:13][CH2:14][CH2:15][CH2:16][NH:17][C:18]([NH:1][C:2]1[C:3]([C:7]([O:9][CH3:10])=[O:8])=[CH:4][S:5][CH:6]=1)=[O:19]. Procedure: Methyl 4-aminothiophene-3-carboxylate was reacted with one equivalent of 5-bromopentylisocyanate in toluene at room temperature for 4 hours to produce N-(5-bromopentyl)-N'-(4-carbomethoxythien-3-yl]urea as a tan solid (98%). This material was recrystallized from CH2Cl2 /ether/hexane to afford the urea as a white solid, mp 92°-93.5° C. The reactants are C(=O)(C(F)(F)F)O (TFA), C(C1=CC=CC=C1)OC(NCC1=CC=C(C=C1)C(=O)NC1=NC(=CC=C1NC(=O)OC(C)(C)C)C1=CC=CC=C1)=O (benzyl{4-[({3-[(tert-butoxycarbonyl)amino]-6-phenylpyridin-2-yl}amino)carbonyl]benzyl}carbamate). The solvent is ClCCl (dichloromethane). Conditions: time 1 hour. Yields the product C(C1=CC=CC=C1)OC(NCC1=CC=C(C=C1)C(=O)NC1=NC(=CC=C1N)C1=CC=CC=C1)=O (Benzyl(4-{[(3-amino-6-phenylpyridin-2-yl)amino]carbonyl}benzyl)carbamate). As a reaction SMILES: C(O)(C(F)(F)F)=O.[CH2:8]([O:15][C:16](=[O:48])[NH:17][CH2:18][C:19]1[CH:24]=[CH:23][C:22]([C:25]([NH:27][C:28]2[C:33]([NH:34]C(OC(C)(C)C)=O)=[CH:32][CH:31]=[C:30]([C:42]3[CH:47]=[CH:46][CH:45]=[CH:44][CH:43]=3)[N:29]=2)=[O:26])=[CH:21][CH:20]=1)[C:9]1[CH:14]=[CH:13][CH:12]=[CH:11][CH:10]=1>ClCCl>[CH2:8]([O:15][C:16](=[O:48])[NH:17][CH2:18][C:19]1[CH:24]=[CH:23][C:22]([C:25]([NH:27][C:28]2[C:33]([NH2:34])=[CH:32][CH:31]=[C:30]([C:42]3[CH:43]=[CH:44][CH:45]=[CH:46][CH:47]=3)[N:29]=2)=[O:26])=[CH:21][CH:20]=1)[C:9]1[CH:14]=[CH:13][CH:12]=[CH:11][CH:10]=1. Procedure: TFA (1 ml, 12.98 mmol) was added to a flask of benzyl{4-[({3-[(tert-butoxycarbonyl)amino]-6-phenylpyridin-2-yl}amino)carbonyl]benzyl}carbamate (70 mg, 0.127 mmol) in dichloromethane (1 ml) at room temperature and the reaction was allowed to stir for 1 hour. The reaction was quenched by the addition of saturated sodium bicarbonate until bubbling stopped. The aqueous layer was extracted (2×) with EtOAc. The combined organic fractions were dried over sodium sulfate, filtered and concentrated. The r...